Dataset: the Open Reaction Database (ORD), a public repository of structured organic reaction records. Task: describe an organic reaction: reactants, conditions, products, and yield The reactants are C(CCCCC)C1=CC=C(C=C1)O (4-hexylphenol), O (water), [N+](=O)(O)[O-] (nitric acid), O (water). The solvent is C1=CC=CC=C1 (benzene), C(C)(=O)O (acetic acid). The product is [N+](=O)([O-])C1=C(C=CC(=C1)CCCCCC)O (2-nitro-4-hexylphenol). Yield: 92.6%. As a reaction SMILES: [CH2:1]([C:7]1[CH:12]=[CH:11][C:10]([OH:13])=[CH:9][CH:8]=1)[CH2:2][CH2:3][CH2:4][CH2:5][CH3:6].[N+:14]([O-])([OH:16])=[O:15].O>C1C=CC=CC=1.C(O)(=O)C>[N+:14]([C:11]1[CH:12]=[C:7]([CH2:1][CH2:2][CH2:3][CH2:4][CH2:5][CH3:6])[CH:8]=[CH:9][C:10]=1[OH:13])([O-:16])=[O:15]. Procedure details: 1.00 g (5.61 mM) of 4-hexylphenol was dissolved in a mixture solvent of 2.0 ml of benzene and 1.3 ml of acetic acid. To the solution, 0.62 ml (8.15 mM) of nitric acid (60%, density=1.38) was gradually added dropwise under cooling with iced water and stirring below 8° C. After the reaction, the reaction mixture was poured into water and extracted with ethyl acetate. The organic layer was dried with anhydrous sodium sulfate and subjected to reduced-pressure distillation into a solid. The solid was... Starting materials: C(C)(C)(C)[Li] (tert-Butyllithium), solution, [Al] (aluminium), [Cl-].[NH4+] (ammonium chloride), BrCC=1C=C(C=CC1)CC(=O)NC1=C(C(=O)OC)C=CC(=C1)Cl (methyl 2-(3-bromomethylphenylacetamido)-4-chlorobenzoate), C(#CCCC)[Cu] (pentynyl copper), BrC(CC1=CC=CC=C1)OC(Br)CC1=CC=CC=C1 (bromobenzylmethyl ether). The solvent is CCCCC (pentane), C1CCOC1 (THF), CCOCC (ether), CCOCC (ether). Run at temperature -78 celsius, time 45 minute. The product is COCC1=CC=C(CC=2C=C(C=CC2)CC(=O)NC2=C(C(=O)OC)C=CC(=C2)Cl)C=C1 (methyl 2-[3-(4-methoxymethylbenzyl)phenyl acetamido]-4-chlorobenzoate). Reaction SMILES: Br[CH:2]([O:10]C(CC1C=CC=CC=1)Br)CC1C=CC=CC=1.[C:20]([Li])([CH3:23])([CH3:22])[CH3:21].[C:25]([Cu])#[C:26][CH2:27]CC.[Al].Br[CH2:33][C:34]1[CH:35]=[C:36]([CH2:40][C:41]([NH:43][C:44]2[CH:53]=[C:52]([Cl:54])[CH:51]=[CH:50][C:45]=2[C:46]([O:48][CH3:49])=[O:47])=[O:42])[CH:37]=[CH:38][CH:39]=1.[Cl-].[NH4+]>CCOCC.CCCCC.C1COCC1>[CH3:2][O:10][CH2:21][C:20]1[CH:23]=[CH:27][C:26]([CH2:33][C:34]2[CH:35]=[C:36]([CH2:40][C:41]([NH:43][C:44]3[CH:53]=[C:52]([Cl:54])[CH:51]=[CH:50][C:45]=3[C:46]([O:48][CH3:49])=[O:47])=[O:42])[CH:37]=[CH:38][CH:39]=2)=[CH:25][CH:22]=1 |f:5.6|. Procedure details: The bromobenzylmethyl ether (2.28 g, 11.35 mmol) was dissolved in anhydrous ether (40 ml) and cooled to -78° C. with stirring under nitrogen. tert-Butyllithium (13.4 ml of a 1.7M solution in pentane, 22.7 mmol) was added dropwise over 5 mins, and stirring continued for 45 mins. This mixture was then cannulated into a suspension of pentynyl copper (1.48 g, 11.35 mmol) in anhydrous ether (40 ml) at -78° C. and allowed to warm to -40° C., with stirring under nitrogen. Light was excluded with alumin... Reactants: CCOC(=O)COc1ccc(Cl)cc1C1c2ccccc2CCN1C(=O)OCc1ccccc1, CC(C)O, NO. Yields the product O=C(COc1ccc(Cl)cc1C1c2ccccc2CCN1C(=O)OCc1ccccc1)NO. Reaction SMILES: [CH2:1]([c:2]1[cH:3][cH:4][cH:5][cH:6][cH:7]1)[O:8][C:9](=[O:10])[N:11]1[CH:12]([c:21]2[c:22]([O:28][CH2:29][C:30]([O:32][CH2:31][CH3:33])=[O:34])[cH:23][cH:24][c:25]([Cl:27])[cH:26]2)[c:13]2[cH:14][cH:15][cH:16][cH:17][c:18]2[CH2:19][CH2:20]1.[CH:37]([OH:38])([CH3:39])[CH3:40].[NH2:35][OH:36]>>[CH2:1]([c:2]1[cH:3][cH:4][cH:5][cH:6][cH:7]1)[O:8][C:9](=[O:10])[N:11]1[CH:12]([c:21]2[c:22]([O:28][CH2:29][C:30](=[O:32])[NH:35][OH:36])[cH:23][cH:24][c:25]([Cl:27])[cH:26]2)[c:13]2[cH:14][cH:15][cH:16][cH:17][c:18]2[CH2:19][CH2:20]1. Reactants: NCc1ccccn1, S=C=Nc1ccccc1, c1ccccc1. The product is S=C(NCc1ccccn1)Nc1ccccc1. Reaction SMILES: [NH2:10][CH2:11][c:12]1[n:13][cH:14][cH:15][cH:16][cH:17]1.[c:1]1([N:7]=[C:8]=[S:9])[cH:2][cH:3][cH:4][cH:5][cH:6]1.[cH:18]1[cH:19][cH:20][cH:21][cH:22][cH:23]1>>[c:1]1([NH:7][C:8](=[S:9])[NH:10][CH2:11][c:12]2[n:13][cH:14][cH:15][cH:16][cH:17]2)[cH:2][cH:3][cH:4][cH:5][cH:6]1. Starting materials: solution, ClC1=CC=C(C=C1)C1=NC=2C(=NC=CC2)N1[C@@H](C(=O)O)C ((R)-2-(4-chlorophenyl)-α-methyl-3H-imidazo[4,5-b]pyridine-3-acetic acid), C(=O)(N1C=NC=C1)N1C=NC=C1 (1,1'carbonyldiimidazole). Run in O1CCCC1 (tetrahydrofuran), O1CCCC1 (tetrahydrofuran). Conditions: time 8 hour. Product: ClC1=CC=C(C=C1)C1=NC=2C(=NC=CC2)N1[C@@H](C(=O)NC)C ((R)-2-(4-Chlorophenyl)-N,α-dimethyl-3H-imidazo[4,5-b]pyridine-3-acetamide). The yield is 61.4%. As a reaction SMILES: [Cl:1][C:2]1[CH:7]=[CH:6][C:5]([C:8]2[N:16]([C@H:17]([CH3:21])[C:18]([OH:20])=O)[C:11]3=[N:12][CH:13]=[CH:14][CH:15]=[C:10]3[N:9]=2)=[CH:4][CH:3]=1.[C:22](N1C=CN=C1)([N:24]1C=CN=C1)=O>O1CCCC1>[Cl:1][C:2]1[CH:3]=[CH:4][C:5]([C:8]2[N:16]([C@H:17]([CH3:21])[C:18]([NH:24][CH3:22])=[O:20])[C:11]3=[N:12][CH:13]=[CH:14][CH:15]=[C:10]3[N:9]=2)=[CH:6][CH:7]=1. Procedure details: A solution of (R)-2-(4-chlorophenyl)-α-methyl-3H-imidazo[4,5-b]pyridine-3-acetic acid (5.0 g, 0.0166 mole), 1,1'carbonyldiimidazole (2.69 g, 0.0166 mole), and dry tetrahydrofuran (100 ml) was stirred at room temperature for 1.75 hours with a stream of nitrogen bubbling through it. A solution of methylene in tetrahydrofuran (33 ml of a 3.03M solution, 0.996 mole) was added and the reaction mixture was stirred at room temperature overnight under nitrogen. The solvents were removed under reduced pr...